From a dataset of the Open Reaction Database (ORD), a public repository of structured organic reaction records. describe an organic reaction: reactants, conditions, products, and yield The reactants are CCN=C=NCCCN(C)C, CN(C)C=O, Cl, O=C(O)c1ccc2[nH]nc(-c3ccc(F)cc3)c2c1, NCc1cccnc1. The product is O=C(NCc1cccnc1)c1ccc2[nH]nc(-c3ccc(F)cc3)c2c1. As a reaction SMILES: [CH2:34]([N:35]=[C:36]=[N:37][CH2:38][CH2:39][CH2:40][N:41]([CH3:42])[CH3:43])[CH3:44].[CH3:28][N:29]([CH3:30])[CH:31]=[O:32].[ClH:33].[F:1][c:2]1[cH:3][cH:4][c:5](-[c:8]2[n:9][nH:10][c:11]3[cH:12][cH:13][c:14]([C:17](=[O:18])[OH:19])[cH:15][c:16]23)[cH:6][cH:7]1.[cH:20]1[c:21]([CH2:26][NH2:27])[cH:22][cH:23][cH:24][n:25]1>>[F:1][c:2]1[cH:3][cH:4][c:5](-[c:8]2[n:9][nH:10][c:11]3[cH:12][cH:13][c:14]([C:17](=[O:19])[NH:27][CH2:26][c:21]4[cH:20][n:25][cH:24][cH:23][cH:22]4)[cH:15][c:16]23)[cH:6][cH:7]1. The reactants are O.NN (hydrazine hydrate), ClC=1C=C(C(=O)C(C(=O)O)C)C=CC1N (3-chloro-4-amino-benzoyl-propionic acid), C=O (formaldehyde), [OH-].[Na+] (sodium hydroxide), Cl (hydrochloric acid). The solvent is C(C)O (ethanol). Yields the product ClC=1C=C(C=CC1N)C=1C(CC(NN1)=O)CO (6-(3-chloro-4-amino-phenyl)- 5-hydroxymethyl-4,5-dihydro-3(2H)-pyridazinone), β,β-dibromodiethyl ether. As a reaction SMILES: [Cl:1][C:2]1[CH:3]=[C:4]([CH:12]=[CH:13][C:14]=1[NH2:15])[C:5]([CH:7]([CH3:11])[C:8]([OH:10])=O)=O.[CH2:16]=[O:17].[OH-].[Na+].Cl.O.[NH2:22][NH2:23]>C(O)C>[Cl:1][C:2]1[CH:3]=[C:4]([C:5]2[CH:7]([CH2:8][OH:10])[CH2:11][C:16](=[O:17])[NH:22][N:23]=2)[CH:12]=[CH:13][C:14]=1[NH2:15] |f:2.3,5.6|. Reported procedure: 45 g of 3-chloro-4-amino-benzoyl-propionic acid are stirred together with 50 ml of 35% formaldehyde solution and 440 ml of 0.5N sodium hydroxide solution for 17 hours at room temperature. The reaction mixture is adjusted with 2N hydrochloric acid to pH 5, and is extracted with ethyl acetate. The ethyl acetate phases are washed with water, dried over sodium sulfate and concentrated by evaporation. The residue, 3-(3-chloroamino-benzoyl)-3-hydroxymethyl)-propionic acid, is directly further reacted ...